From a dataset of the Open Reaction Database (ORD), a public repository of structured organic reaction records. describe an organic reaction: reactants, conditions, products, and yield Starting materials: COc1ccccc1C#N, CCO, Cl, NO, [Na+], [Na+], O=C([O-])[O-], O. Yields the product COc1ccccc1C(N)=NO. Reaction SMILES: [CH3:10][O:11][c:12]1[c:13]([C:14]#[N:15])[cH:16][cH:17][cH:18][cH:19]1.[CH3:21][CH2:22][OH:23].[ClH:1].[NH2:2][OH:3].[Na+:4].[Na+:5].[O-:6][C:7](=[O:8])[O-:9].[OH2:20]>>[N:2]([OH:3])=[C:14]([c:13]1[c:12]([O:11][CH3:10])[cH:19][cH:18][cH:17][cH:16]1)[NH2:15]. Starting materials: [H-].[H-].[H-].[H-].[Li+].[Al+3] (LAH), C(C1=CC=CC=C1)N1CCC(CC1)(CC(=O)OCC)CC(=O)OCC (diethyl 2,2′-(1-benzylpiperidine-4,4-diyl)diacetate). The solvent is C1CCOC1 (THF), C1CCOC1 (THF). Conditions: time 8 hour. Yields the product C(C1=CC=CC=C1)N1CCC(CC1)(CCO)CCO (2,2′-(1-Benzylpiperidine-4,4-diyl)diethanol). The yield is 80.0%. Reaction SMILES: [H-].[H-].[H-].[H-].[Li+].[Al+3].[CH2:7]([N:14]1[CH2:19][CH2:18][C:17]([CH2:26][C:27](OCC)=[O:28])([CH2:20][C:21](OCC)=[O:22])[CH2:16][CH2:15]1)[C:8]1[CH:13]=[CH:12][CH:11]=[CH:10][CH:9]=1>C1COCC1>[CH2:7]([N:14]1[CH2:19][CH2:18][C:17]([CH2:20][CH2:21][OH:22])([CH2:26][CH2:27][OH:28])[CH2:16][CH2:15]1)[C:8]1[CH:9]=[CH:10][CH:11]=[CH:12][CH:13]=1 |f:0.1.2.3.4.5|. Procedure: To a slurry of LAH (656 mg, 17.3 mmol, 3.0 eq) in THF (50 ml) was added dropwise diethyl 2,2′-(1-benzylpiperidine-4,4-diyl)diacetate (2 g, 5.76 mmol) in THF (10 ml) at 0° C. The reaction mixture was stirred at room temperature overnight. The reaction was quenched with THF/water (0.7 ml water in 7 ml THF). Then the mixture was stirred for 1 h at room temperature, filtered through celite and concentrated to dryness to yield the desired compound. The crude product was used directly in next step wit... As a reaction SMILES: [F:1][C@@H:2]1[CH2:6][N:5]([C:7](=[O:10])[CH2:8][OH:9])[C@H:4]([C:11]([NH2:13])=O)[CH2:3]1.CN(C)CCCN(C)C.[C:23]1([S:29](Cl)(=[O:31])=[O:30])[CH:28]=[CH:27][CH:26]=[CH:25][CH:24]=1.FC(F)(F)C(OC(=O)C(F)(F)F)=O>C(#N)C.O.C(N(CC)CC)C>[C:23]1([S:29]([O:9][CH2:8][C:7]([N:5]2[CH2:6][C@@H:2]([F:1])[CH2:3][C@H:4]2[C:11]#[N:13])=[O:10])(=[O:31])=[O:30])[CH:28]=[CH:27][CH:26]=[CH:25][CH:24]=1. Solvent: C(C)#N (acetonitrile), O (water), C(C)#N (acetonitrile), C(C)N(CC)CC (triethylamine). Run at time 1 hour. Reported procedure: (2S,4S)-4-fluoro-1-(2-hydroxyacetyl)pyrrolidine-2-carboxa mide (381 mg) was suspended in acetonitrile and N,N,N′,N′-tetramethyl-1,3-propanediamine (34.0 μL) and triethylamine (0.98 mL) were added to the suspension. While this mixture was cooled in a salt-ice bath, benzenesulfonyl chloride (0.28 mL) was added dropwise. The mixture was stirred at the same temperature for 1 hour and trifluoroacetic anhydride (0.34 mL) was added dropwise, followed by stirring for another 1 hour. Subsequently, water ... The product is C1(=CC=CC=C1)S(=O)(=O)OCC(=O)N1[C@@H](C[C@@H](C1)F)C#N ((2S,4S)-1-[2-(benzenesulfonyloxy)acetyl]-4-fluoropyrrolidine-2-carbonitrile). Reactants: F[C@H]1C[C@H](N(C1)C(CO)=O)C(=O)N ((2S,4S)-4-fluoro-1-(2-hydroxyacetyl)pyrrolidine-2-carboxa mide), FC(C(=O)OC(C(F)(F)F)=O)(F)F (trifluoroacetic anhydride), C1(=CC=CC=C1)S(=O)(=O)Cl (benzenesulfonyl chloride), CN(CCCN(C)C)C (N,N,N′,N′-tetramethyl-1,3-propanediamine). The yield is 91.0%. Starting materials: Fc1cccc(Br)c1, COC(C)(C)C, C1CCOC1, CC(=O)O, CC(C)NC(C)C, CC(C)[N-]C(C)C, Cl, [Li+], CN(C)C=O, O. Product: O=Cc1c(F)cccc1Br. Reaction SMILES: [Br:1][c:2]1[cH:3][c:4]([F:8])[cH:5][cH:6][cH:7]1.[C:31]([O:32][CH3:33])([CH3:34])([CH3:35])[CH3:36].[CH2:25]1[CH2:27][CH2:26][CH2:28][O:29]1.[CH3:37][C:38](=[O:39])[OH:40].[CH:17]([NH:18][CH:19]([CH3:20])[CH3:21])([CH3:22])[CH3:23].[CH:9]([N-:10][CH:11]([CH3:12])[CH3:13])([CH3:14])[CH3:15].[ClH:24].[Li+:16].[O:41]=[CH:42][N:43]([CH3:44])[CH3:45].[OH2:30]>>[Br:1][c:2]1[c:3]([CH:28]=[O:29])[c:4]([F:8])[cH:5][cH:6][cH:7]1. Run at temperature 90 celsius. Starting materials: ClC1=CC=CC(=N1)NCC1=C(C=CC=C1)O (2-[(6-chloropyridin-2-ylamino)methyl]phenol), CCCCCCC (heptane), CS(=O)C (dimethyl sulphoxide), C[S-].[Na+] (sodium methanethiolate). Run in C(C)(=O)OCC (ethyl acetate), C(C)(=O)OCC (ethyl acetate). Yields the product CSC1=CC=CC(=N1)NCC1=C(C=CC=C1)O (2-[(6-Methylsulphanylpyridin-2-ylamino)methyl]phenol). As a reaction SMILES: Cl[C:2]1[N:7]=[C:6]([NH:8][CH2:9][C:10]2[CH:15]=[CH:14][CH:13]=[CH:12][C:11]=2[OH:16])[CH:5]=[CH:4][CH:3]=1.[CH3:17][S:18](C)=O.C[S-].[Na+].CCCCCCC>C(OCC)(=O)C>[CH3:17][S:18][C:2]1[N:7]=[C:6]([NH:8][CH2:9][C:10]2[CH:15]=[CH:14][CH:13]=[CH:12][C:11]=2[OH:16])[CH:5]=[CH:4][CH:3]=1 |f:2.3|. Procedure: Introduced into a microwave tube are 300 mg (1.28 mmol) of 2-[(6-chloropyridin-2-ylamino)methyl]phenol, to which 5 ml of dimethyl sulphoxide and 448 mg (6.4 mmol, 5 eq) of sodium methanethiolate are added. The reaction mixture is heated for 16 h at 90° C. The reaction medium is diluted with 50 ml of ethyl acetate and then washed with 50 ml of a saturated ammonium chloride solution then 2×50 ml of distilled water. The organic phase is dried over magnesium sulphate then filtered and concentrated t... The reactants are C(C1=CC=CC=C1)Br (benzyl bromide), C(C1=CC=CC=C1)OC=1C=CC(=NC1)C(=O)OC (Methyl 5-benzyloxypyridine-2-carboxylate), compound 206, C(C1=CC=CC=C1)OC=1C=CC(=NC1)C(=O)OC (Methyl 5-benzyloxypyridine-2-carboxylate). Yields the product COC=1C=CC(=NC1)C(=O)OC (Methyl 5-methoxypyridine-2-carboxylate). Reaction SMILES: C(Br)C1C=CC=CC=1.[CH2:9]([O:16][C:17]1[CH:18]=[CH:19][C:20]([C:23]([O:25][CH3:26])=[O:24])=[N:21][CH:22]=1)C1C=CC=CC=1>>[CH3:9][O:16][C:17]1[CH:18]=[CH:19][C:20]([C:23]([O:25][CH3:26])=[O:24])=[N:21][CH:22]=1. Procedure details: The following compound was prepared using benzyl bromide according to the procedure above for compound 206: Methyl 5-benzyloxypyridine-2-carboxylate (compound 207)